The task is: describe an organic reaction: reactants, conditions, products, and yield. This data is from the Open Reaction Database (ORD), a public repository of structured organic reaction records. The reactants are Cc1ncccc1Oc1ccccc1, ClCCl, O=C(OO)c1cccc(Cl)c1. Yields the product Cc1c(Oc2ccccc2)ccc[n+]1[O-]. As a reaction SMILES: [CH3:1][c:2]1[n:3][cH:4][cH:5][cH:6][c:7]1[O:8][c:9]1[cH:10][cH:11][cH:12][cH:13][cH:14]1.[Cl:26][CH2:27][Cl:28].[OH:15][O:16][C:17]([c:18]1[cH:19][c:20]([Cl:21])[cH:22][cH:23][cH:24]1)=[O:25]>>[CH3:1][c:2]1[n+:3]([O-:15])[cH:4][cH:5][cH:6][c:7]1[O:8][c:9]1[cH:10][cH:11][cH:12][cH:13][cH:14]1. The reactants are [H-].[Na+] (Sodium hydride), N1C=NC=C1 (imidazole), CN(C)C=O (DMF), ClCC=1C=NN(C1)C1=CC(=C(C=C1)Cl)Cl (4-chloromethyl-1-(3,4-dichloro-phenyl)-1H-pyrazole). Reaction conditions: temperature 60 celsius, time 1 hour. Product: ClC=1C=C(C=CC1Cl)N1N=C(C(=C1)N1C=NC=C1)C (1-(3,4-Dichloro-phenyl)-4-imidazol-1-yl-methyl-1H-pyrazole). Isolated yield 41.0%. As a reaction SMILES: [H-].[Na+].[NH:3]1[CH:7]=[CH:6][N:5]=[CH:4]1.ClC[C:10]1[CH:11]=[N:12][N:13]([C:15]2[CH:20]=[CH:19][C:18]([Cl:21])=[C:17]([Cl:22])[CH:16]=2)[CH:14]=1.[CH3:23]N(C=O)C>>[Cl:22][C:17]1[CH:16]=[C:15]([N:13]2[CH:14]=[C:10]([N:3]3[CH:7]=[CH:6][N:5]=[CH:4]3)[C:11]([CH3:23])=[N:12]2)[CH:20]=[CH:19][C:18]=1[Cl:21] |f:0.1|. Procedure: Sodium hydride (0.24 g of a 55% dispersion in mineral oil, 5.5 mmol) was slowly added to a solution of imidazole (0.19 g, 2.8 mmol) in DMF (15 ml). After 30 min at 60° C. the mixture was cooled in an ice bath and 4-chloromethyl-1-(3,4-dichloro-phenyl)-1H-pyrazole (0.50 g, 1.9 mmol) was added in one portion. The resulting mixture was stirred for 1 h at 20° C. After evaporation of the solvent the residue was dissolved in AcOEt, washed with H2O, dried (Na2SO4) and chromatographed [silica, elution w...